This data is from the Open Reaction Database (ORD), a public repository of structured organic reaction records. The task is: describe an organic reaction: reactants, conditions, products, and yield Reaction SMILES: [CH:1]([CH:3]1[CH:8]([CH2:9]/[CH:10]=[CH:11]\[CH2:12][CH2:13][CH2:14][C:15]([O:17][CH3:18])=[O:16])[CH2:7][O:6][CH:5]([CH3:19])[O:4]1)=O.[C:20]1([NH:26][C:27](=[S:30])[NH:28][NH2:29])[CH:25]=[CH:24][CH:23]=[CH:22][CH:21]=1>C(O)C.C(O)(=O)C.C(Cl)(Cl)Cl>[CH3:18][O:17][C:15]([CH2:14][CH2:13][CH2:12]/[CH:11]=[CH:10]\[CH2:9][C@H:8]1[CH2:7][O:6][C@@H:5]([CH3:19])[O:4][C@H:3]1[CH:1]=[N:29][NH:28][C:27]([NH:26][C:20]1[CH:21]=[CH:22][CH:23]=[CH:24][CH:25]=1)=[S:30])=[O:16]. Reagents/catalysts: C(C)(=O)O (acetic acid). Run in C(C)O (ethanol), C(Cl)(Cl)Cl (chloroform). The yield is 114.3%. Reaction conditions: time 4 hour. The product is COC(=O)CCC\C=C/C[C@@H]1[C@@H](O[C@@H](OC1)C)C=NNC(=S)NC1=CC=CC=C1 ((2R,4R,5S)-5-[(Z)-6-methoxycarbonyl-2-hexenyl]-2-methyl-4-[4-(phenyl)thiosemicarbazonomethyl]-1,3-dioxane). Procedure details: To a mixture of 2R,4R, 5S)-4-formyl-5-[(Z)-6-methoxycarbonyl-2-hexenyl]-2-methyl-1,3-dioxane (62 mg) and 4-phenyl-3-thiosemicarbazide (46 mg) in ethanol (2 ml) was added acetic acid (1 drop) and the solution was stirred at room temperature for 4 hours. The mixture was diluted with chloroform (15 ml) and the solution was washed with brine and dried over magnesium sulfate. The solvent was evaporated in vacuo to give (2R,4R,5S)-5-[(Z)-6-methoxycarbonyl-2-hexenyl]-2-methyl-4-[4-(phenyl)thiosemicarba... The reactants are 5S, C(=O)C1OC(OCC1C\C=C/CCCC(=O)OC)C (4-formyl-5-[(Z)-6-methoxycarbonyl-2-hexenyl]-2-methyl-1,3-dioxane), C1(=CC=CC=C1)NC(NN)=S (4-phenyl-3-thiosemicarbazide). Reactants: Fc1cccc(CBr)c1F, NCc1ccccc1, Nc1nc(N)c2c(OCC3CCNCC3)cccc2n1. The product is Nc1nc(N)c2c(OCC3CCN(Cc4cccc(F)c4F)CC3)cccc2n1. Reaction SMILES: [F:29][c:30]1[c:31]([CH2:32][Br:33])[cH:34][cH:35][cH:36][c:37]1[F:38].[NH2:1][CH2:2][c:3]1[cH:4][cH:5][cH:6][cH:7][cH:8]1.[NH:9]1[CH2:10][CH2:11][CH:12]([CH2:15][O:16][c:17]2[c:18]3[c:19]([NH2:28])[n:20][c:21]([NH2:27])[n:22][c:23]3[cH:24][cH:25][cH:26]2)[CH2:13][CH2:14]1>>[N:9]1([CH2:32][c:31]2[c:30]([F:29])[c:37]([F:38])[cH:36][cH:35][cH:34]2)[CH2:10][CH2:11][CH:12]([CH2:15][O:16][c:17]2[c:18]3[c:19]([NH2:28])[n:20][c:21]([NH2:27])[n:22][c:23]3[cH:24][cH:25][cH:26]2)[CH2:13][CH2:14]1. Starting materials: NC=1C=C(C(=O)O)C=CC1N (3,4-diaminobenzoic acid), S(O)(O)(=O)=O (sulphuric acid), C(C)O (ethyl alcohol). The product is C(C)OC(C1=CC(=C(C=C1)N)N)=O (3,4-diaminobenzoic acid ethyl ester). Yield: 90.4%. As a reaction SMILES: [NH2:1][C:2]1[CH:3]=[C:4]([CH:8]=[CH:9][C:10]=1[NH2:11])[C:5]([OH:7])=[O:6].S(=O)(=O)(O)O.[CH2:17](O)[CH3:18]>>[CH2:17]([O:6][C:5](=[O:7])[C:4]1[CH:8]=[CH:9][C:10]([NH2:11])=[C:2]([NH2:1])[CH:3]=1)[CH3:18]. Procedure details: 76 g of 3,4-diaminobenzoic acid (0.5 mol) and 300 mL anhydrous ethyl alcohol were added to a three-necked bottle, to which 6 mL concentrated sulphuric acid was added slowly under stirring at room temperature. After refluxing for 3 h, the reaction was completed. After concentration under reduced pressure, the residual solution was poured into ice water. The resulting mixture was adjusted to pH 7 with saturated sodium carbonate aqueous solution. After sucking filtration and drying, 81.5 g solid wa... Reactants: [Rh(COD)Cl]2, (S)—(R)-PPF-PtBu2, 1, C1CCOC1 (THF), BrC1=C(C=CC=C1)O (2-bromophenol), C(C)OCC (diethyl ether). Reaction conditions: temperature 80 celsius, time 32.1 minute. Yields the product BrC1=C(O[C@@H]2[C@H](C3=CC=CC=C3C=C2)O)C=CC=C1 ((1S,2S)-2-(2-Bromophenoxy)-1,2,-dihydro-naphthalen-1-ol). Reaction SMILES: [CH2:1]1[CH2:5][O:4][CH2:3][CH2:2]1.[Br:6][C:7]1[CH:12]=[CH:11][CH:10]=[CH:9][C:8]=1[OH:13].C(O[CH2:17][CH3:18])C>>[Br:6][C:7]1[CH:12]=[CH:11][CH:10]=[CH:9][C:8]=1[O:13][C@H:18]1[CH:17]=[CH:5][C:1]2[C:2](=[CH:5][CH:1]=[CH:2][CH:3]=2)[C@@H:3]1[OH:4]. Procedure details: To a flame dried round-bottomed flask, [Rh(COD)Cl]2 (1.7 mg, 0.0035 mmol), (S)—(R)-PPF-PtBu2 (3.8 mg, 0.0069 mmol) and 1 (100 mg, 0.694 mmol) were added followed by addition of THF (2.5 mL) and 2-bromophenol (0.40 mL, 3.47 mmol). The mixture was heated at 80° C. for 24 hours, then poured into diethyl ether and extracted 3 times with 10% aqueous sodium hydroxide solution. The aqueous extracts were combined and back-extracted three times with diethyl ether. The combined ether extracts were washed ... The reactants are ClC1=NC2=CC=C(C=C2C=C1)Cl (2,6-dichloroquinoline), O(C1=CC=CC=C1)CCN (2-phenoxyethylamine), CNCC=1C=NC=CC1 (N-methyl-3-picolylamine). The product is CN(C=1C=C2C=CC(=NC2=CC1)NCCOC1=CC=CC=C1)CC=1C=NC=CC1 (N6-Methyl-N2-(2-phenoxy-ethyl)-N6-pyridin-3-ylmethyl-quinoline-2,6-diamine). As a reaction SMILES: Cl[C:2]1[CH:11]=[CH:10][C:9]2[C:4](=[CH:5][CH:6]=[C:7](Cl)[CH:8]=2)[N:3]=1.[O:13]([CH2:20][CH2:21][NH2:22])[C:14]1[CH:19]=[CH:18][CH:17]=[CH:16][CH:15]=1.[CH3:23][NH:24][CH2:25][C:26]1[CH:27]=[N:28][CH:29]=[CH:30][CH:31]=1>>[CH3:23][N:24]([CH2:25][C:26]1[CH:27]=[N:28][CH:29]=[CH:30][CH:31]=1)[C:7]1[CH:8]=[C:9]2[C:4](=[CH:5][CH:6]=1)[N:3]=[C:2]([NH:22][CH2:21][CH2:20][O:13][C:14]1[CH:19]=[CH:18][CH:17]=[CH:16][CH:15]=1)[CH:11]=[CH:10]2. Reported procedure: The title compound, MS: m/e=385.1 (M+H+), was prepared in accordance with the general method of example 1 from 2,6-dichloroquinoline, 2-phenoxyethylamine and N-methyl-3-picolylamine. The reactants are [OH-].[Na+] (sodium hydroxide), [OH-].[Na+] (sodium hydroxide), O (water), CC=1C=NC(=C(C1OC)C)C[S+](C=2NC=3C=CC(=CC3N2)OC)[O-] (esomeprazole). Solvent: CO (methanol), CO (methanol). Run at temperature 31 celsius. Product: CC=1C=NC(=C(C1OC)C)C[S+](C=2[N-]C=3C=CC(=CC3N2)OC)[O-].[Na+] (Esomeprazole Sodium). Yield: 52.6%. Reaction SMILES: [OH-].[Na+:2].O.[CH3:4][C:5]1[CH:6]=[N:7][C:8]([CH2:14][S+:15]([O-:27])[C:16]2[NH:17][C:18]3[CH:19]=[CH:20][C:21]([O:25][CH3:26])=[CH:22][C:23]=3[N:24]=2)=[C:9]([CH3:13])[C:10]=1[O:11][CH3:12]>CO>[CH3:4][C:5]1[CH:6]=[N:7][C:8]([CH2:14][S+:15]([O-:27])[C:16]2[N-:17][C:18]3[CH:19]=[CH:20][C:21]([O:25][CH3:26])=[CH:22][C:23]=3[N:24]=2)=[C:9]([CH3:13])[C:10]=1[O:11][CH3:12].[Na+:2] |f:0.1,5.6|. Procedure details: 50 ml of methanol was taken into a round bottom flask and a mixture of 12.75 g sodium hydroxide and 11 ml of water was added to it and stirred for clear dissolution at 31° C. 110 g of esomeprazole was dissolved in 550 ml of methanol and the solution was added to the above methanolic sodium hydroxide solution. The mass was subjected to stirring at a temperature of 30° C. for 40 minutes, followed by the addition of 5.5 g of carbon with simultaneous stirring. The reaction mass was filtered through ... Starting materials: C(CCC)O (butanol), BAB-OH, C1OC2=CSC=C2OC1 (3,4-ethylenedioxythiophene), C1COC2=CSC=C2O1 (EDOT), C(CCC)O (butanol), mono-amino mono-hydroxyl. The reagents and catalysts are C1(=CC=C(C=C1)S(=O)(=O)[O-])C.[Fe+2].C1(=CC=C(C=C1)S(=O)(=O)[O-])C (iron p-toluenesulfonate). Conditions: temperature 80 celsius, time 6 day. The product is C1OC2=C(SC=C2OC1)C=O (3,4-Ethylenedioxythiophene-2-carboxaldehyde). Reaction SMILES: [CH2:1]1[CH2:9][O:8][C:7]2[C:3](=[CH:4][S:5][CH:6]=2)[O:2]1.[CH2:10]([OH:14])CCC>C1(C)C=CC(S([O-])(=O)=O)=CC=1.[Fe+2].C1(C)C=CC(S([O-])(=O)=O)=CC=1>[CH2:1]1[CH2:9][O:8][C:7]2[C:3](=[C:4]([CH:10]=[O:14])[S:5][CH:6]=2)[O:2]1 |f:2.3.4|. Procedure: A di-ol triblock copolymer, of the structure HO-BAB-OH, was synthesized from 3,4-ethylenedioxythiophene and a precursor that contained a hydroxyl group at one end and an EDOT group at the other end. This precursor was prepared by reacting a mono-amino mono-hydroxyl terminated poly(ethylene glycol) oligomer with 3,4-ethylenedioxythiophene-2-carboxaldehyde under the conditions described in Example #18, Part A. 3,4-Ethylenedioxythiophene-2-carboxaldehyde was prepared according to the Mohanakrishnan...